Task: describe an organic reaction: reactants, conditions, products, and yield. Dataset: the Open Reaction Database (ORD), a public repository of structured organic reaction records Starting materials: O (Water), ClC1=C(C=CC(=C1)OC1=CC=NC2=CC(=C(C=C12)C#N)O)NC(=O)NC (N-[2-Chloro-4-(6-cyano-7-hydroxyquinolin-4-yloxy)phenyl]-N′-methylurea), CN(C=O)C (dimethylformamide), p-toluenesulfonic acid (2R)-glycidyl ester, C([O-])([O-])=O.[K+].[K+] (potassium carbonate), C(C)(=O)OCC (ethyl acetate). Reaction conditions: temperature 50 celsius. The product is C(#N)C=1C=C2C(=CC=NC2=CC1OC[C@@H]1OC1)OC1=CC(=C(C=C1)NC(=O)NC)Cl (N-(4-{6-Cyano-7-[(2R)-oxiran-2-yl]methoxyquinolin-4-yloxy}-2-chlorophenyl)-N′-methylurea). RXN SMILES: [Cl:1][C:2]1[CH:7]=[C:6]([O:8][C:9]2[C:18]3[C:13](=[CH:14][C:15]([OH:21])=[C:16]([C:19]#[N:20])[CH:17]=3)[N:12]=[CH:11][CH:10]=2)[CH:5]=[CH:4][C:3]=1[NH:22][C:23]([NH:25][CH3:26])=[O:24].CN(C)C=O.C(=O)([O-])[O-].[K+].[K+].O.[C:39]([O:42][CH2:43][CH3:44])(=O)C>>[C:19]([C:16]1[CH:17]=[C:18]2[C:13](=[CH:14][C:15]=1[O:21][CH2:44][C@H:43]1[CH2:39][O:42]1)[N:12]=[CH:11][CH:10]=[C:9]2[O:8][C:6]1[CH:5]=[CH:4][C:3]([NH:22][C:23]([NH:25][CH3:26])=[O:24])=[C:2]([Cl:1])[CH:7]=1)#[N:20] |f:2.3.4|. Reported procedure: N-[2-Chloro-4-(6-cyano-7-hydroxyquinolin-4-yloxy)phenyl]-N′-methylurea (600 mg) was added to dimethylformamide (4 ml), and then p-toluenesulfonic acid (2R)-glycidyl ester (484 mg) and potassium carbonate (450 mg) were added thereto and the mixture was heated at 50° C. for 4 hours. Water was added to the reaction solution, extraction was performed with ethyl acetate, the organic layer was washed with water and saturated saline in that order and dried over anhydrous sodium sulfate, and the solvent... The reactants are CCc1ncnc(NC2CCC3(CC2)OCCO3)c1Cl, CCOCC(O)CO, Cc1ccccc1, O, Cc1ccc(S(=O)(=O)O)cc1. Product: CCOCC1COC2(CCC(Nc3ncnc(CC)c3Cl)CC2)O1. Reaction SMILES: [CH2:1]1[CH2:2][O:3][C:4]2([CH2:5][CH2:6][CH:7]([NH:10][c:11]3[n:12][cH:13][n:14][c:15]([CH2:18][CH3:19])[c:16]3[Cl:17])[CH2:8][CH2:9]2)[O:20]1.[CH2:21]([CH3:22])[O:23][CH2:24][CH:25]([OH:26])[CH2:27][OH:28].[CH3:41][c:42]1[cH:43][cH:44][cH:45][cH:46][cH:47]1.[OH2:29].[c:30]1([CH3:31])[cH:32][cH:33][c:34]([S:35]([OH:36])(=[O:37])=[O:38])[cH:39][cH:40]1>>[CH:1]1([CH2:24][O:23][CH2:21][CH3:22])[CH2:2][O:3][C:4]2([CH2:5][CH2:6][CH:7]([NH:10][c:11]3[n:12][cH:13][n:14][c:15]([CH2:18][CH3:19])[c:16]3[Cl:17])[CH2:8][CH2:9]2)[O:20]1. Starting materials: C1(=CC=CC=C1)S(=O)(=O)N1C2=C(C3=C1C=NC(=C3O)C#N)C=C(C=N2)Br (9-benzenesulfonyl-3-bromo-5-hydroxy-9H-dipyrido[2,3-b;4′,3′-d]pyrrole-6-carbonitrile), CN1N=CC(=C1)B1OC(C(O1)(C)C)(C)C (1-methyl-4-(4,4,5,5-tetramethyl-[1,3,2]dioxaborolan-2-yl)-1H-pyrazole), Cl (hydrochloric acid). The reagents and catalysts are C1=CC=C(C=C1)P([C-]2C=CC=C2)C3=CC=CC=C3.C1=CC=C(C=C1)P([C-]2C=CC=C2)C3=CC=CC=C3.Cl[Pd]Cl.[Fe+2] ([1,1′-bis(diphenylphosphino) ferrocene]dichloropalladium(II)). Run in C(C)(=O)[O-].[K+] (potassium acetate), C(C)#N (acetonitrile). Reaction conditions: temperature 140 celsius, time 1 hour. Product: C1(=CC=CC=C1)S(=O)(=O)N1C2=C(C3=C1C=NC(=C3O)C#N)C=C(C=N2)C=2C=NN(C2)C (9-Benzenesulfonyl-5-hydroxy-3-(1-methyl-1H-pyrazol-4-yl)-9H-dipyrido[2,3-b;4′,3′-d]pyrrole-6-carbonitrile), crude brown solid. The yield is 99.0%. As a reaction SMILES: [C:1]1([S:7]([N:10]2[C:14]3[CH:15]=[N:16][C:17]([C:20]#[N:21])=[C:18]([OH:19])[C:13]=3[C:12]3[CH:22]=[C:23](Br)[CH:24]=[N:25][C:11]2=3)(=[O:9])=[O:8])[CH:6]=[CH:5][CH:4]=[CH:3][CH:2]=1.[CH3:27][N:28]1[CH:32]=[C:31](B2OC(C)(C)C(C)(C)O2)[CH:30]=[N:29]1.Cl>C([O-])(=O)C.[K+].C(#N)C.C1C=CC(P(C2C=CC=CC=2)[C-]2C=CC=C2)=CC=1.C1C=CC(P(C2C=CC=CC=2)[C-]2C=CC=C2)=CC=1.Cl[Pd]Cl.[Fe+2]>[C:1]1([S:7]([N:10]2[C:14]3[CH:15]=[N:16][C:17]([C:20]#[N:21])=[C:18]([OH:19])[C:13]=3[C:12]3[CH:22]=[C:23]([C:31]4[CH:30]=[N:29][N:28]([CH3:27])[CH:32]=4)[CH:24]=[N:25][C:11]2=3)(=[O:9])=[O:8])[CH:6]=[CH:5][CH:4]=[CH:3][CH:2]=1 |f:3.4,6.7.8.9|. Reported procedure: A mixture of 9-benzenesulfonyl-3-bromo-5-hydroxy-9H-dipyrido[2,3-b;4′,3′-d]pyrrole-6-carbonitrile (500 mg, 1.16 mmol), 1-methyl-4-(4,4,5,5-tetramethyl-[1,3,2]dioxaborolan-2-yl)-1H-pyrazole (500 mg, 2.40 mmol) and [1,1′-bis(diphenylphosphino) ferrocene]dichloropalladium(II) (200 mg, 0.25 mmol) in 2N aqueous potassium acetate (3.6 mL) and acetonitrile (7.2 mL) was heated under microwave irradiation at 140° C., for 30 minutes. The reaction mixture was allowed to cool to ambient temperature, 1M hydr... The reactants are [BH4-].[Na+] (sodium borohydride), ClC1=CC=C(C=C1)SCC(C(CN1C=NC=C1)=O)(C)C (4-(4-chlorophenylmercapto)-3,3-dimethyl-1-(imidazol-1-yl)-butan-2-one), BrCC(C(CSC1=CC=C(C=C1)Cl)(C)C)=O (1-bromo-4-(4-chlorophenylmercapto)-3,3-dimethyl-butan-2-one). The solvent is O (water). Conditions: time 1 hour. Yields the product ClC1=CC=C(C=C1)SCC(C(CN1C=NC=C1)O)(C)C (4-(4-chlorophenylmercapto)-3,3-dimethyl-1-(imidazol-1-yl)-butan-2-ol). The yield is 87.1%. Reaction SMILES: [BH4-].[Na+].[Cl:3][C:4]1[CH:9]=[CH:8][C:7]([S:10][CH2:11][C:12]([CH3:22])([CH3:21])[C:13](=[O:20])[CH2:14][N:15]2[CH:19]=[CH:18][N:17]=[CH:16]2)=[CH:6][CH:5]=1.BrCC(=O)C(C)(C)CSC1C=CC(Cl)=CC=1>O>[Cl:3][C:4]1[CH:9]=[CH:8][C:7]([S:10][CH2:11][C:12]([CH3:22])([CH3:21])[CH:13]([OH:20])[CH2:14][N:15]2[CH:19]=[CH:18][N:17]=[CH:16]2)=[CH:6][CH:5]=1 |f:0.1|. Procedure details: 0.3 g (0.0079 mol) of sodium borohydride in 8 ml of water was added dropwise to 7 g (0.024 mol) of 4-(4-chlorophenylmercapto)-3,3-dimethyl-1-(imidazol-1-yl)-butan-2-one, compound 6 of Example 6 hereinabove, at room temperature. The reaction mixture was subsequently stirred at room temperature for 1 hour and was poured onto water. The crystals which had precipitated were filtered off, and dried at 50° C. in vacuo. 6.5 g (91% of theory) of 4-(4-chlorophenylmercapto)-3,3-dimethyl-1-(imidazol-1-yl)-... The reactants are ClCCl, OC(c1ccccc1)c1cc2ccnc(Cl)c2[nH]1, O=[Mn]=O. Product: O=C(c1ccccc1)c1cc2ccnc(Cl)c2[nH]1. RXN SMILES: [CH2:19]([Cl:20])[Cl:21].[Cl:1][c:2]1[n:3][cH:4][cH:5][c:6]2[c:7]1[nH:8][c:9]([CH:11]([OH:12])[c:13]1[cH:14][cH:15][cH:16][cH:17][cH:18]1)[cH:10]2.[O:22]=[Mn:23]=[O:24]>>[Cl:1][c:2]1[n:3][cH:4][cH:5][c:6]2[c:7]1[nH:8][c:9]([C:11](=[O:12])[c:13]1[cH:14][cH:15][cH:16][cH:17][cH:18]1)[cH:10]2. Reactants: BrC=1C=C2C=3N(C(C(NC3C1)=O)=O)C(CC2)CC(=O)O (9-bromo-5-carboxymethyl-6,7-dihydro-1H, 5H-pyrido[1,2,3-de]quinoxaline-2,3-dione), NC=1SC=CN1 (2-aminothiazole). Yield: 87.8%. As a reaction SMILES: [Br:1][C:2]1[CH:3]=[C:4]2[CH2:16][CH2:15][CH:14]([CH2:17][C:18](O)=[O:19])[N:6]3[C:7](=[O:13])[C:8](=[O:12])[NH:9][C:10]([CH:11]=1)=[C:5]23.[NH2:21][C:22]1[S:23][CH:24]=[CH:25][N:26]=1>>[Br:1][C:2]1[CH:3]=[C:4]2[CH2:16][CH2:15][CH:14]([CH2:17][C:18](=[O:19])[NH:21][C:22]3[S:23][CH:24]=[CH:25][N:26]=3)[N:6]3[C:7](=[O:13])[C:8](=[O:12])[NH:9][C:10]([CH:11]=1)=[C:5]23. Procedure: A procedure similar to that described in Example 51 was carried out with 9-bromo-5-carboxymethyl-6,7-dihydro-1H, 5H-pyrido[1,2,3-de]quinoxaline-2,3-dione (170 mg, 0.5 mmol) and 2-aminothiazole (60 mg, 0.60 mmol) to give 185 mg of the title compound (88%): mp>270° C.; 1H NMR (270 MHz, DMSO-d6) δ12.20 (s, 1H), 12.07 (s, 1H), 7.47 (d, 2H, J=3.6 Hz), 7.23 (d, 1H, J=3.6 Hz), 7.22 (bs, 1H), 7.17 (bs, 1H), 5.17~5.28 (m, 1H), 3.04 (ddd, 1H, J=17.1, 13.5, 4.5 Hz), 2.64~2.89 (m, 3H), 2.06 (dm, 1H, J=13.5 ... Yields the product BrC=1C=C2C=3N(C(C(NC3C1)=O)=O)C(CC2)CC(NC=2SC=CN2)=O (9-Bromo-5-(2-thiazolylcarbamoylmethyl)-6,7-dihydro-1H, 5H-pyrido[1,2,3-de]quinoxaline-2,3-dione). Reactants: [BH4-], COc1ccc(-c2c(C)sc3ccccc3c2=O)cc1, CO, [Cl-], Clc1ccccc1, [NH4+], [Na+], [Na+], O=C([O-])O. The product is COc1ccc(-c2c(CO)sc3ccccc3c2=O)cc1. RXN SMILES: [BH4-:26].[CH3:1][O:2][c:3]1[cH:4][cH:5][c:6](-[c:9]2[c:10]([CH3:20])[s:11][c:12]3[cH:13][cH:14][cH:15][cH:16][c:17]3[c:18]2=[O:19])[cH:7][cH:8]1.[CH3:37][OH:38].[Cl-:28].[Cl:30][c:31]1[cH:32][cH:33][cH:34][cH:35][cH:36]1.[NH4+:29].[Na+:25].[Na+:27].[O-:21][C:22]([OH:23])=[O:24]>>[CH3:1][O:2][c:3]1[cH:4][cH:5][c:6](-[c:9]2[c:10]([CH2:20][OH:21])[s:11][c:12]3[cH:13][cH:14][cH:15][cH:16][c:17]3[c:18]2=[O:19])[cH:7][cH:8]1. Starting materials: CCCCN1C(=O)C(Cl)=C(c2ccccc2)S1(=O)=O, Nc1nc2ccccc2[nH]1. Yields the product CCCCN1C(=O)C(Nc2nc3ccccc3[nH]2)=C(c2ccccc2)S1(=O)=O. RXN SMILES: [CH2:1]([CH2:2][CH2:3][CH3:4])[N:5]1[S:6](=[O:18])(=[O:19])[C:7]([c:12]2[cH:13][cH:14][cH:15][cH:16][cH:17]2)=[C:8]([Cl:11])[C:9]1=[O:10].[NH2:20][c:21]1[n:22][c:23]2[c:24]([nH:25]1)[cH:26][cH:27][cH:28][cH:29]2>>[CH2:1]([CH2:2][CH2:3][CH3:4])[N:5]1[S:6](=[O:18])(=[O:19])[C:7]([c:12]2[cH:13][cH:14][cH:15][cH:16][cH:17]2)=[C:8]([NH:20][c:21]2[nH:22][c:23]3[c:24]([n:25]2)[cH:26][cH:27][cH:28][cH:29]3)[C:9]1=[O:10].